Dataset: the Open Reaction Database (ORD), a public repository of structured organic reaction records. Task: describe an organic reaction: reactants, conditions, products, and yield Reaction SMILES: [CH2:33]([N:34]([CH2:35][CH:36]([CH3:37])[CH3:38])[CH2:39][CH:40]([CH3:41])[CH3:42])[CH:43]([CH3:44])[CH3:45].[CH2:46]([O:47][C:48]([Cl:49])=[O:50])[CH:51]([CH3:52])[CH3:53].[CH2:65]([Cl:66])[Cl:67].[CH3:1][O:2][c:3]1[cH:4][cH:5][c:6]([C:9](=[CH:10][CH2:11][CH2:12][CH2:13][CH2:14][CH2:15][CH2:16][CH2:17][CH2:18][CH2:19][CH2:20][OH:21])[CH:22]([CH2:23][CH3:24])[c:25]2[cH:26][cH:27][c:28]([O:31][CH3:32])[cH:29][cH:30]2)[cH:7][cH:8]1.[CH3:54][CH2:55][CH2:56][CH2:57][NH:58][CH3:59].[CH3:60][C:61](=[O:62])[CH3:63].[CH:68]([OH:69])([CH3:70])[CH3:71].[OH2:64]>>[CH3:1][O:2][c:3]1[cH:4][cH:5][c:6]([C:9](=[CH:10][CH2:11][CH2:12][CH2:13][CH2:14][CH2:15][CH2:16][CH2:17][CH2:18][CH2:19][C:20](=[O:21])[N:58]([CH2:57][CH2:56][CH2:55][CH3:54])[CH3:59])[CH:22]([CH2:23][CH3:24])[c:25]2[cH:26][cH:27][c:28]([O:31][CH3:32])[cH:29][cH:30]2)[cH:7][cH:8]1. The product is CCCCN(C)C(=O)CCCCCCCCCC=C(c1ccc(OC)cc1)C(CC)c1ccc(OC)cc1. Starting materials: CC(C)CN(CC(C)C)CC(C)C, CC(C)COC(=O)Cl, ClCCl, CCC(C(=CCCCCCCCCCCO)c1ccc(OC)cc1)c1ccc(OC)cc1, CCCCNC, CC(C)=O, CC(C)O, O. The reactants are FC(CNS(=O)(=O)C(C)C)(C)C1=CC=C(C=C1)I ([2-fluoro-2-(4-iodophenyl)propyl][(methylethyl)sulfonyl]amine), N1=C(C=CC=C1)B(O)O (pyridyl boronic acid), C([O-])([O-])=O.[K+].[K+] (potassium carbonate), tetrakis(triphenyl phosphine)palladium(0), O1CCOCC1.O (dioxane water). Solvent: O (H2O). Run at temperature 90 celsius. Yields the product FC(CNS(=O)(=O)C(C)C)(C)C1=CC=C(C=C1)C=1C=NC=CC1 ([2-Fluoro-2-(4-(3-pyridyl)phenyl)propyl][(methylethyl)sulfonyl]amine). Yield: 72.0%. As a reaction SMILES: [F:1][C:2]([C:12]1[CH:17]=[CH:16][C:15](I)=[CH:14][CH:13]=1)([CH3:11])[CH2:3][NH:4][S:5]([CH:8]([CH3:10])[CH3:9])(=[O:7])=[O:6].[N:19]1[CH:24]=[CH:23][CH:22]=[CH:21][C:20]=1B(O)O.C(=O)([O-])[O-].[K+].[K+].O1CCOCC1.O>O>[F:1][C:2]([C:12]1[CH:17]=[CH:16][C:15]([C:21]2[CH:20]=[N:19][CH:24]=[CH:23][CH:22]=2)=[CH:14][CH:13]=1)([CH3:11])[CH2:3][NH:4][S:5]([CH:8]([CH3:10])[CH3:9])(=[O:7])=[O:6] |f:2.3.4,5.6|. Procedure details: Scheme VI, Step A′: [2-fluoro-2-(4-iodophenyl)propyl][(methylethyl)sulfonyl]amine (200 mg, 0.52 mmol, prepared in example 1), pyridyl boronic acid (93 mg, 0.76 mmol), potassium carbonate (104 mg, 0.76 mmol), tetrakis(triphenyl phosphine)palladium(0) (41 mg, 0.036 mmol), and dioxane/water (20 mL, 3:1) were mixed together in a 100 mL single neck flask and stirred at 90° C. over night. In the morning, the reaction was cooled to room temperature and poured into H2O, and the desired product was extra...